Dataset: the Open Reaction Database (ORD), a public repository of structured organic reaction records. Task: describe an organic reaction: reactants, conditions, products, and yield Reported procedure: This compound was prepared using 109 mg (0.5 mmol) of 2-[(3-fluoro-4-methoxyphenyl)hydrazono]malononitrile, which was derived from 3-fluoro-p-anisidine (141 mg, 1.0 mmol) and malononitrile (1.5 mmol) as described in Example 8, and hydrazine hydrate. Precipitate formed in the reaction tube immediately after the addition of hydrazine hydrate. The resulting solid was isolated by filtration, washed with ethanol, and dried to yield 85 mg (68%) of the title compound as a mustard coloured solid. Starting materials: FC=1C=C(C=CC1OC)NN=C(C#N)C#N (2-[(3-fluoro-4-methoxyphenyl)hydrazono]malononitrile), O.NN (hydrazine hydrate), O.NN (hydrazine hydrate), FC=1C=C(OC)C=CC1N (3-fluoro-p-anisidine), C(CC#N)#N (malononitrile). The product is NC1=NN=C(C1=NNC1=CC(=CC=C1)OC)N (3,5-Diamino-4-[(3-methoxyphenyl)hydrazono]pyrazole). RXN SMILES: F[C:2]1[CH:3]=[C:4]([NH:10][N:11]=[C:12]([C:15]#[N:16])[C:13]#[N:14])[CH:5]=[CH:6][C:7]=1OC.F[C:18]1C=C(C=CC=1N)OC.C(#N)CC#N.[OH2:32].[NH2:33][NH2:34]>>[NH2:14][C:13]1[C:12](=[N:11][NH:10][C:4]2[CH:3]=[CH:2][CH:7]=[C:6]([O:32][CH3:18])[CH:5]=2)[C:15]([NH2:16])=[N:34][N:33]=1 |f:3.4|. The yield is 68.0%. Reactants: Br, CC(C)OC(=O)OC(C)Cl, CCCCN=C(N(CCCC)CCCC)[N+](CCCC)(CCCC)CCCC, Cc1ccccc1, [Cl-]. Product: CC(C)OC(=O)OC(C)Br. Reaction SMILES: [BrH:40].[C:1]([O:2][CH:3]([CH3:4])[Cl:5])([O:6][CH:7]([CH3:8])[CH3:9])=[O:10].[CH2:12]([N:13]([CH2:14][CH2:15][CH2:16][CH3:17])[C:18](=[N:19][CH2:20][CH2:21][CH2:22][CH3:23])[N+:24]([CH2:25][CH2:26][CH2:27][CH3:28])([CH2:29][CH2:30][CH2:31][CH3:32])[CH2:33][CH2:34][CH2:35][CH3:36])[CH2:37][CH2:38][CH3:39].[CH3:41][c:42]1[cH:43][cH:44][cH:45][cH:46][cH:47]1.[Cl-:11]>>[C:1]([O:2][CH:3]([CH3:4])[Br:40])([O:6][CH:7]([CH3:8])[CH3:9])=[O:10]. The reactants are C(C)(=O)OCC (Ethyl acetate), OC1=C(C(=O)OC)C=C(C(=C1)CN1CCOCC1)C(F)(F)F (Methyl 2-hydroxy-4-(morpholinomethyl)-5-(trifluoromethyl)benzoate), C([O-])([O-])=O.[Cs+].[Cs+] (cesium carbonate), C(C1=CC=CC=C1)Br (benzyl bromide). The solvent is O (water), CN(C=O)C (N,N-dimethylformamide). Conditions: temperature 40 celsius. Yields the product N1(CCOCC1)CC1=CC(=C(C(=O)OC)C=C1C(F)(F)F)OCC1=CC=CC=C1 (Methyl 4-(4-morpholinylmethyl)-2-[(phenylmethyl)oxy]-5-(trifluoromethyl)benzoate). Reaction SMILES: [OH:1][C:2]1[CH:11]=[C:10]([CH2:12][N:13]2[CH2:18][CH2:17][O:16][CH2:15][CH2:14]2)[C:9]([C:19]([F:22])([F:21])[F:20])=[CH:8][C:3]=1[C:4]([O:6][CH3:7])=[O:5].C(=O)([O-])[O-].[Cs+].[Cs+].[CH2:29](Br)[C:30]1[CH:35]=[CH:34][CH:33]=[CH:32][CH:31]=1.C(OCC)(=O)C>CN(C)C=O.O>[N:13]1([CH2:12][C:10]2[C:9]([C:19]([F:22])([F:21])[F:20])=[CH:8][C:3]([C:4]([O:6][CH3:7])=[O:5])=[C:2]([O:1][CH2:29][C:30]3[CH:35]=[CH:34][CH:33]=[CH:32][CH:31]=3)[CH:11]=2)[CH2:14][CH2:15][O:16][CH2:17][CH2:18]1 |f:1.2.3|. Reported procedure: Methyl 2-hydroxy-4-(morpholinomethyl)-5-(trifluoromethyl)benzoate (may be prepared as described in Description 48; 300 mg, 0.94 mmol) was taken up in N,N-dimethylformamide (5 ml) and cesium carbonate (340 mg, 1.04 mmol) and benzyl bromide (0.16 ml, 1.31 mmol) were added. The mixture was heated at 40° C. for 18 hours. Ethyl acetate (10 ml) and water (10 ml) were added and the organic layer was separated and washed with water (2×10 ml), dried (MgSO4) and the solvent removed in vacuo. Purification ...